Dataset: the Open Reaction Database (ORD), a public repository of structured organic reaction records. Task: describe an organic reaction: reactants, conditions, products, and yield Reactants: BrC1=CC=C(C(CN2C(=NC3=C2C=CC=C3)C=3C(=NON3)N)=O)C=C1 (4-[1-(4-bromophenacyl)-1H-benzimidazol-2-yl]-furazan-3-ylamine), C([O-])(O)=O.[Na+] (sodium bicarbonate), Cl.NO (hydroxylamine hydrochloride). The solvent is C(C)O (ethanol). Product: BrC1=CC=C(C(CN2C(=NC3=C2C=CC=C3)C=3C(=NON3)N)=NO)C=C1 (4-[1-(4-Bromophenacyl)-1H-benzimidazol-2-yl]-furazan-3-ylamine oxime). Reaction SMILES: [Br:1][C:2]1[CH:25]=[CH:24][C:5]([C:6](=O)[CH2:7][N:8]2[C:12]3[CH:13]=[CH:14][CH:15]=[CH:16][C:11]=3[N:10]=[C:9]2[C:17]2[C:18]([NH2:22])=[N:19][O:20][N:21]=2)=[CH:4][CH:3]=1.C(=O)(O)[O-].[Na+].Cl.[NH2:32][OH:33]>C(O)C>[Br:1][C:2]1[CH:25]=[CH:24][C:5]([C:6](=[N:32][OH:33])[CH2:7][N:8]2[C:12]3[CH:13]=[CH:14][CH:15]=[CH:16][C:11]=3[N:10]=[C:9]2[C:17]2[C:18]([NH2:22])=[N:19][O:20][N:21]=2)=[CH:4][CH:3]=1 |f:1.2,3.4|. Reported procedure: A mixture of 4-[1-(4-bromophenacyl)-1H-benzimidazol-2-yl]-furazan-3-ylamine (0.083 g, 0.21 mmol, prepared according to Example 1), sodium bicarbonate (0.021 g, 0.25 mmol) and hydroxylamine hydrochloride (0.014 g, 0.21 mmol) in ethanol (5 ml) is refluxed for 20 hours. Partitioning of the reaction mixture between ethyl acetate and water, separation of the organic phase followed by drying and evaporation of the solvent gives the crude product. Purification by chromatography on silicagel yields the ... Reactants: CNC(=O)c1cc(-c2ccc(SC)cc2)c(-c2ccc(F)cc2)s1, CO, [O-][I+3]([O-])([O-])[O-], [Na+], O. Product: CNC(=O)c1cc(-c2ccc(S(C)=O)cc2)c(-c2ccc(F)cc2)s1. As a reaction SMILES: [CH3:1][NH:2][C:3](=[O:4])[c:5]1[s:6][c:7](-[c:18]2[cH:19][cH:20][c:21]([F:24])[cH:22][cH:23]2)[c:8](-[c:10]2[cH:11][cH:12][c:13]([S:16][CH3:17])[cH:14][cH:15]2)[cH:9]1.[CH3:32][OH:33].[I+3:25]([O-:26])([O-:27])([O-:28])[O-:29].[Na+:30].[OH2:31]>>[CH3:1][NH:2][C:3](=[O:4])[c:5]1[s:6][c:7](-[c:18]2[cH:19][cH:20][c:21]([F:24])[cH:22][cH:23]2)[c:8](-[c:10]2[cH:11][cH:12][c:13]([S:16]([CH3:17])=[O:26])[cH:14][cH:15]2)[cH:9]1. The reactants are COC(=O)Cc1cc2ccc(F)cc2c(Cc2ccc(S(=O)(=O)C(F)(F)F)cc2)c1C, [Li+], C1CCOC1, [OH-], O, O. Yields the product Cc1c(CC(=O)O)cc2ccc(F)cc2c1Cc1ccc(S(=O)(=O)C(F)(F)F)cc1. As a reaction SMILES: [CH3:1][O:2][C:3]([CH2:4][c:5]1[cH:6][c:7]2[cH:8][cH:9][c:10]([F:30])[cH:11][c:12]2[c:13]([CH2:16][c:17]2[cH:18][cH:19][c:20]([S:23](=[O:24])(=[O:25])[C:26]([F:27])([F:28])[F:29])[cH:21][cH:22]2)[c:14]1[CH3:15])=[O:31].[Li+:34].[O:35]1[CH2:36][CH2:37][CH2:38][CH2:39]1.[OH-:33].[OH2:32].[OH2:40]>>[O:2]=[C:3]([CH2:4][c:5]1[cH:6][c:7]2[cH:8][cH:9][c:10]([F:30])[cH:11][c:12]2[c:13]([CH2:16][c:17]2[cH:18][cH:19][c:20]([S:23](=[O:24])(=[O:25])[C:26]([F:27])([F:28])[F:29])[cH:21][cH:22]2)[c:14]1[CH3:15])[OH:31]. Starting materials: CC(=O)O[BH-](OC(C)=O)OC(C)=O, ClCCl, CC(C)=O, CCN(C(C)C)C(C)C, CC1CCc2ncnc(-c3ccc4c(C(CN)c5ccc(Cl)cc5)c[nH]c4c3)c21, [Na+], [Na+], O=C([O-])O. Yields the product CC(C)NCC(c1ccc(Cl)cc1)c1c[nH]c2cc(-c3ncnc4c3C(C)CC4)ccc12. Reaction SMILES: [C:43]([O:44][BH-:45]([O:46][C:47](=[O:48])[CH3:49])[O:50][C:51](=[O:52])[CH3:53])(=[O:54])[CH3:55].[CH2:62]([Cl:63])[Cl:64].[CH3:1][C:2]([CH3:3])=[O:4].[CH:34]([N:35]([CH2:36][CH3:37])[CH:38]([CH3:39])[CH3:40])([CH3:41])[CH3:42].[Cl:5][c:6]1[cH:7][cH:8][c:9]([CH:12]([CH2:13][NH2:14])[c:15]2[cH:16][nH:17][c:18]3[cH:19][c:20](-[c:24]4[c:25]5[c:26]([n:27][cH:28][n:29]4)[CH2:30][CH2:31][CH:32]5[CH3:33])[cH:21][cH:22][c:23]23)[cH:10][cH:11]1.[Na+:56].[Na+:61].[O-:57][C:58]([OH:59])=[O:60]>>[CH3:1][CH:2]([CH3:3])[NH:14][CH2:13][CH:12]([c:9]1[cH:8][cH:7][c:6]([Cl:5])[cH:11][cH:10]1)[c:15]1[cH:16][nH:17][c:18]2[cH:19][c:20](-[c:24]3[c:25]4[c:26]([n:27][cH:28][n:29]3)[CH2:30][CH2:31][CH:32]4[CH3:33])[cH:21][cH:22][c:23]12. The reactants are N1=CC(=CC=C1)C1=CC=NC=2N1N=CC2C(=O)N (7-(3-pyridyl)pyrazolo[1,5-a]-pyrimidine-3-carboxamide), P(=O)(Cl)(Cl)Cl (phosphorus oxychloride). Yields the product N1=CC(=CC=C1)C1=CC=NC=2N1N=CC2C#N (7-(3-Pyridyl)pyrazolo[1,5-a]pyrimidine-3-carbonitrile). RXN SMILES: [N:1]1[CH:6]=[CH:5][CH:4]=[C:3]([C:7]2[N:12]3[N:13]=[CH:14][C:15]([C:16]([NH2:18])=O)=[C:11]3[N:10]=[CH:9][CH:8]=2)[CH:2]=1.P(Cl)(Cl)(Cl)=O>>[N:1]1[CH:6]=[CH:5][CH:4]=[C:3]([C:7]2[N:12]3[N:13]=[CH:14][C:15]([C:16]#[N:18])=[C:11]3[N:10]=[CH:9][CH:8]=2)[CH:2]=1. Procedure: A mixture of 1.0 g. of 7-(3-pyridyl)pyrazolo[1,5-a]-pyrimidine-3-carboxamide and 5 ml. of phosphorus oxychloride is heated at reflux temperature for 3 hours. The mixture is concentrated to dryness in vacuo. The residue is dissolved in dichloromethane and washed with a saturated solution of sodium bicarbonate. The dichloromethane solution is dried over magnesium sulfate and passed through a column of hydrous magnesium silicate. The eluent is concentrated and diluted with hexane to give the produc...